This data is from the Open Reaction Database (ORD), a public repository of structured organic reaction records. The task is: describe an organic reaction: reactants, conditions, products, and yield Reactants: COC(=O)N1CC[C@@H]2[C@](CCC[C@H]12)(C#CC=1C=C(C=CC1)C)O ((3aS,4R,7aS)-4-hydroxy-4-m-tolylethynyl-octahydro-indole-1-carboxylic acid methyl ester), CN(C(=O)CCCC(=O)O)C (4-dimethylcarbamoyl-butyric acid). Yields the product CN(C(CCCC(=O)O[C@@]1([C@@H]2CCN([C@@H]2CCC1)C(=O)OC)C#CC=1C=C(C=CC1)C)=O)C ((3aR,4S,7aR)-methyl 4-(5-(dimethylamino)-5-oxopentanoyloxy)-4-(m-tolylethynyl)octahydro-1H-indole-1-carboxylate). RXN SMILES: [CH3:1][O:2][C:3]([N:5]1[C@@H:13]2[C@@H:8]([C@@:9]([OH:23])([C:14]#[C:15][C:16]3[CH:17]=[C:18]([CH3:22])[CH:19]=[CH:20][CH:21]=3)[CH2:10][CH2:11][CH2:12]2)[CH2:7][CH2:6]1)=[O:4].[CH3:24][N:25]([CH3:34])[C:26]([CH2:28][CH2:29][CH2:30][C:31](O)=[O:32])=[O:27]>>[CH3:24][N:25]([CH3:34])[C:26](=[O:27])[CH2:28][CH2:29][CH2:30][C:31]([O:23][C@@:9]1([C:14]#[C:15][C:16]2[CH:17]=[C:18]([CH3:22])[CH:19]=[CH:20][CH:21]=2)[CH2:10][CH2:11][CH2:12][C@@H:13]2[C@H:8]1[CH2:7][CH2:6][N:5]2[C:3]([O:2][CH3:1])=[O:4])=[O:32]. Procedure details: Synthesis in analogy to the General Method 1 starting from (3aS,4R,7aS)-4-hydroxy-4-m-tolylethynyl-octahydro-indole-1-carboxylic acid methyl ester and 4-dimethylcarbamoyl-butyric acid to yield (3aR,4S,7aR)-methyl 4-(5-(dimethylamino)-5-oxopentanoyloxy)-4-(m-tolylethynyl)octahydro-1H-indole-1-carboxylate. MS [2M+NH4]=927; RT=1.16 min; UPLC Method I Reactants: Cl (HCl), FC1=CC=C(CN2C=CC=3C2=CN=C(C3CCCO)C(=O)OCC)C=C1 (ethyl 1-(4-fluorobenzyl)-4-(3-hydroxypropyl)-1H-pyrrolo[2,3-c]pyridine-5-carboxylate), [OH-].[Na+] (sodium hydroxide). The solvent is CO (MeOH), O (water). Run at temperature 60 celsius, time 5 hour. Yields the product FC1=CC=C(CN2C=CC=3C2=CN=C(C3CCCO)C(=O)O)C=C1 (1-(4-Fluorobenzyl)-4-(3-hydroxypropyl)-1H-pyrrolo[2,3-c]pyridine-5-carboxylic acid). The yield is 94.8%. RXN SMILES: [F:1][C:2]1[CH:26]=[CH:25][C:5]([CH2:6][N:7]2[C:11]3=[CH:12][N:13]=[C:14]([C:20]([O:22]CC)=[O:21])[C:15]([CH2:16][CH2:17][CH2:18][OH:19])=[C:10]3[CH:9]=[CH:8]2)=[CH:4][CH:3]=1.[OH-].[Na+].Cl>CO.O>[F:1][C:2]1[CH:3]=[CH:4][C:5]([CH2:6][N:7]2[C:11]3=[CH:12][N:13]=[C:14]([C:20]([OH:22])=[O:21])[C:15]([CH2:16][CH2:17][CH2:18][OH:19])=[C:10]3[CH:9]=[CH:8]2)=[CH:25][CH:26]=1 |f:1.2|. Procedure details: To a solution of ethyl 1-(4-fluorobenzyl)-4-(3-hydroxypropyl)-1H-pyrrolo[2,3-c]pyridine-5-carboxylate (0.41 g, 1.15 mmol) in MeOH (6 mL) was added a solution of sodium hydroxide (92 mg, 2.30 mmol) in 1 mL of water. The resulting mixture was stirred for 5 h at 60° C. The mixture was acidified to pH=6.5 by 1 N HCl and concentrated to afford the title product as brown solid (358 mg, 95% yield). LC-MS (APCl, M+H+): 329.1. HPLC: 96% purity. Starting materials: CN(C)C=O, O=C1NS(=O)(=O)c2ccccc21, C1COCCO1, O=S(Cl)Cl. The product is O=S1(=O)N=C(Cl)c2ccccc21. As a reaction SMILES: [O:17]=[CH:18][N:19]([CH3:20])[CH3:21].[O:1]=[S:2]1(=[O:12])[NH:3][C:4](=[O:11])[c:5]2[c:6]1[cH:7][cH:8][cH:9][cH:10]2.[O:22]1[CH2:23][CH2:24][O:25][CH2:26][CH2:27]1.[S:13]([Cl:14])([Cl:15])=[O:16]>>[O:1]=[S:2]1(=[O:12])[N:3]=[C:4]([Cl:15])[c:5]2[c:6]1[cH:7][cH:8][cH:9][cH:10]2. The reactants are BrCCBr, O=C([O-])[O-], CCOC(=O)CC(=O)OCC, CCCC[N+](CCCC)(CCCC)CCCC, [I-], [K+], [K+], CN(C)C=O. Yields the product CCOC(=O)C1(C(=O)OCC)CC1. RXN SMILES: [Br:18][CH2:19][CH2:20][Br:21].[C:12](=[O:13])([O-:14])[O-:15].[C:1]([CH2:2][C:3](=[O:4])[O:5][CH2:6][CH3:7])(=[O:8])[O:9][CH2:10][CH3:11].[CH2:28]([N+:29]([CH2:30][CH2:31][CH2:32][CH3:33])([CH2:34][CH2:35][CH2:36][CH3:37])[CH2:38][CH2:39][CH2:40][CH3:41])[CH2:42][CH2:43][CH3:44].[I-:27].[K+:16].[K+:17].[O:22]=[CH:23][N:24]([CH3:25])[CH3:26]>>[C:1]([C:2]1([C:3](=[O:4])[O:5][CH2:6][CH3:7])[CH2:19][CH2:20]1)(=[O:8])[O:9][CH2:10][CH3:11]. The reactants are CC(C)(C)OC(=O)c1ccc(Br)cn1, C1COCCO1, Cn1cc(B2OC(C)(C)C(C)(C)O2)cn1, [K+], [K+], [K+], O=P([O-])([O-])[O-]. Product: Cn1cc(-c2ccc(C(=O)OC(C)(C)C)nc2)cn1. Reaction SMILES: [Br:24][c:25]1[cH:26][cH:27][c:28]([C:31](=[O:32])[O:33][C:34]([CH3:35])([CH3:36])[CH3:37])[n:29][cH:30]1.[CH2:38]1[O:39][CH2:40][CH2:41][O:42][CH2:43]1.[CH3:1][n:2]1[n:3][cH:4][c:5]([B:7]2[O:8][C:9]([CH3:10])([CH3:11])[C:12]([CH3:13])([CH3:14])[O:15]2)[cH:6]1.[K+:21].[K+:22].[K+:23].[P:16]([O-:17])([O-:18])([O-:19])=[O:20]>>[CH3:1][n:2]1[n:3][cH:4][c:5](-[c:25]2[cH:26][cH:27][c:28]([C:31](=[O:32])[O:33][C:34]([CH3:35])([CH3:36])[CH3:37])[n:29][cH:30]2)[cH:6]1. Starting materials: COC(C1=CC=C(C=C1)C(=O)N1CCN(CC1)C1=NC=CC=C1[N+](=O)[O-])=O (4-[1-(3-Nitro-2-pyridyl)piperazin-4-yl-carbonyl]benzoic acid methyl ester), [H][H] (hydrogen). The reagents and catalysts are [Ni] (Raney-nickel). Solvent: CO (methanol), C(Cl)Cl (methylene chloride). Reaction conditions: time 4 hour. Product: COC(C1=CC=C(C=C1)C(=O)N1CCN(CC1)C1=NC=CC=C1N)=O (4-[1-(3-amino-2-pyridyl)piperazin-4-yl-carbonyl]benzoic acid methyl ester). The yield is 88.1%. As a reaction SMILES: [CH3:1][O:2][C:3](=[O:27])[C:4]1[CH:9]=[CH:8][C:7]([C:10]([N:12]2[CH2:17][CH2:16][N:15]([C:18]3[C:23]([N+:24]([O-])=O)=[CH:22][CH:21]=[CH:20][N:19]=3)[CH2:14][CH2:13]2)=[O:11])=[CH:6][CH:5]=1.[H][H]>CO.C(Cl)Cl.[Ni]>[CH3:1][O:2][C:3](=[O:27])[C:4]1[CH:9]=[CH:8][C:7]([C:10]([N:12]2[CH2:13][CH2:14][N:15]([C:18]3[C:23]([NH2:24])=[CH:22][CH:21]=[CH:20][N:19]=3)[CH2:16][CH2:17]2)=[O:11])=[CH:6][CH:5]=1. Reported procedure: 4-[1-(3-Nitro-2-pyridyl)piperazin-4-yl-carbonyl]benzoic acid methyl ester (5 g) was dissolved in a co-solvent of methanol (80 ml) and methylene chloride (60 ml) in a pressurized reactor. With the addition of about 1 g of Raney-nickel (50% slurry in water), the reaction mixture was filled with hydrogen gas and stirred at 50~60 psi for 4 hours. After completion of the reaction, reaction mixture was filtered through celite and filtrate was concentrated under reduced pressure. The concentrated resid... The reactants are C1=CC=CC=2C(C3=CC=CC=C3C(C12)=O)=O (anthraquinone), C1(C(=C(C=C2C=C3C(C=CC=C3C=C12)=O)S(=O)(=O)O)S(=O)(=O)O)=O (1,5-anthraquinonedisulfonic acid), [Na][Na] (disodium). The product is C1=CC=C2C(=C1)C(=C3C=CC=CC3=C2O)O (anthrahydroquinone). Procedure details: The anthraquinone model compound (1,5-anthraquinonedisulfonic acid, disodium salt) and two polymers were subjected to the hydrogenation conditions. The reaction mixtures were analyzed with UV/visible spectroscopy following removal of the catalyst under an inert atmosphere (argon or nitrogen). Where anthrahydroquinone is formed, a bright yellow solution results. The results of some of the hydrogenation experiments are determined from the absorption spectra both before and after hydrogenation, and... RXN SMILES: [CH:1]1[C:14]2[C:13](=[O:15])[C:12]3[C:7](=[CH:8][CH:9]=[CH:10][CH:11]=3)[C:6](=[O:16])[C:5]=2[CH:4]=[CH:3][CH:2]=1.C1(=O)C2C(C=C3C(C=2)=CC=CC3=O)=CC(S(O)(=O)=O)=C1S(O)(=O)=O.[Na][Na]>>[CH:10]1[CH:11]=[C:12]2[C:13]([OH:15])=[C:14]3[C:5](=[C:6]([OH:16])[C:7]2=[CH:8][CH:9]=1)[CH:4]=[CH:3][CH:2]=[CH:1]3. Starting materials: COC(C1=CC(=C(C=C1)CN1C(CCCC1C1=NC=CC=C1C)C1=NC=CC=C1C)N)=O (3-amino-4-(3,3″-dimethyl-3′,4′,5′,6′-tetrahydro-2′H-[2,2′;6′,2″]terpyridin-1′-ylmethyl)-benzoic acid methyl ester), [Li+].[BH4-] (LiBH4). The solvent is [OH-].[Na+] (NaOH), C1CCOC1 (THF). Yields the product NC=1C=C(C=CC1CN1C(CCCC1C1=NC=CC=C1C)C1=NC=CC=C1C)CO ([3-Amino-4-(3,3″-dimethyl-3′,4′,5′,6′-tetrahydro-2′H-[2,2′:6′,2″]terpyridin-1′-ylmethyl)-phenyl]-methanol). The yield is 38.5%. RXN SMILES: C[O:2][C:3](=O)[C:4]1[CH:9]=[CH:8][C:7]([CH2:10][N:11]2[CH:16]([C:17]3[C:22]([CH3:23])=[CH:21][CH:20]=[CH:19][N:18]=3)[CH2:15][CH2:14][CH2:13][CH:12]2[C:24]2[C:29]([CH3:30])=[CH:28][CH:27]=[CH:26][N:25]=2)=[C:6]([NH2:31])[CH:5]=1.[Li+].[BH4-]>C1COCC1.[OH-].[Na+]>[NH2:31][C:6]1[CH:5]=[C:4]([CH2:3][OH:2])[CH:9]=[CH:8][C:7]=1[CH2:10][N:11]1[CH:12]([C:24]2[C:29]([CH3:30])=[CH:28][CH:27]=[CH:26][N:25]=2)[CH2:13][CH2:14][CH2:15][CH:16]1[C:17]1[C:22]([CH3:23])=[CH:21][CH:20]=[CH:19][N:18]=1 |f:1.2,4.5|. Procedure details: To a solution of 3-amino-4-(3,3″-dimethyl-3′,4′,5′,6′-tetrahydro-2′H-[2,2′;6′,2″]terpyridin-1′-ylmethyl)-benzoic acid methyl ester (0.61 g, 1.42 mmol) in THF (14 mL) was added LiBH4 (430 mg, 19.74 mmol) and the mixture was heated to reflux overnight. The mixture was cooled to room temperature, diluted with 1.0 N NaOH (20 mL) and extracted with CH2Cl2 (5×30 mL). The combined organic extracts were dried (Na2SO4) and concentrated. Purification of the crude material by radial chromatography on silic... Reaction SMILES: [CH3:1][O:2][CH:3]([O:17][CH3:18])[C:4]([O:12][Si:13]([CH3:16])([CH3:15])[CH3:14])([CH2:8][CH2:9][CH2:10][CH3:11])[CH2:5][C:6]#[CH:7].[CH2:19]([SnH:23]([CH2:28][CH2:29][CH2:30][CH3:31])[CH2:24][CH2:25][CH2:26][CH3:27])[CH2:20][CH2:21][CH3:22].N(C(C)(C)C#N)=NC(C)(C)C#N>>[CH2:28]([Sn:23]([CH2:19][CH2:20][CH2:21][CH3:22])([CH2:24][CH2:25][CH2:26][CH3:27])/[CH:7]=[CH:6]/[CH2:5][C:4]([CH:3]([O:2][CH3:1])[O:17][CH3:18])([O:12][Si:13]([CH3:16])([CH3:15])[CH3:14])[CH2:8][CH2:9][CH2:10][CH3:11])[CH2:29][CH2:30][CH3:31]. The product is C(CCC)[Sn](\C=C\CC(CCCC)(O[Si](C)(C)C)C(OC)OC)(CCCC)CCCC (E-1-tri-Butylstannyl-4-dimethoxymethyl-4-trimethylsiloxy-1-octene). The reactants are COC(C(CC#C)(CCCC)O[Si](C)(C)C)OC (4-dimethoxymethyl-4-trimethylsiloxy-1-octyne), C(CCC)[SnH](CCCC)CCCC (tri-n-butylstannyl hydride), N(=NC(C#N)(C)C)C(C#N)(C)C (azobisisobutyronitrile). Reported procedure: A mixture of 10.0 g. (36.7 moles) of 4-dimethoxymethyl-4-trimethylsiloxy-1-octyne, 12.82 g. (44 moles) of tri-n-butylstannyl hydride and 100 mg. of azobisisobutyronitrile is heated to 140° C. under argon for 2 hours. The excess hydride is distilled off and the residue is purified by molecular distillation (bath temperature=170°-175° C., 0.2 mm.) to give 20.5 g. of the title compound.